From a dataset of the Open Reaction Database (ORD), a public repository of structured organic reaction records. describe an organic reaction: reactants, conditions, products, and yield The reactants are COC1=NC(=NC(=C1)OC)OC1=C(C(=O)OCC2=CC=CC=C2)C(=CC=C1)C1=NC(=CC=C1)OC (benzyl 2-(4,6-dimethoxypyrimidin-2-yloxy)-6-(6-methoxypyridin-2-yl)benzoate), [H][H] (hydrogen), [H][H] (hydrogen). The reagents and catalysts are catalyst, [Pd] (palladium). The solvent is C(C)OCC (diethyl ether). Product: COC1=NC(=NC(=C1)OC)OC1=C(C(=O)O)C(=CC=C1)C1=NC(=CC=C1)OC (2-(4,6-Dimethoxypyrimidin-2-yloxy)-6-(6-methoxypyridin-2-yl)-benzoic acid). As a reaction SMILES: [CH3:1][O:2][C:3]1[CH:8]=[C:7]([O:9][CH3:10])[N:6]=[C:5]([O:11][C:12]2[CH:27]=[CH:26][CH:25]=[C:24]([C:28]3[CH:33]=[CH:32][CH:31]=[C:30]([O:34][CH3:35])[N:29]=3)[C:13]=2[C:14]([O:16]CC2C=CC=CC=2)=[O:15])[N:4]=1.[H][H]>C(OCC)C.[Pd]>[CH3:1][O:2][C:3]1[CH:8]=[C:7]([O:9][CH3:10])[N:6]=[C:5]([O:11][C:12]2[CH:27]=[CH:26][CH:25]=[C:24]([C:28]3[CH:33]=[CH:32][CH:31]=[C:30]([O:34][CH3:35])[N:29]=3)[C:13]=2[C:14]([OH:16])=[O:15])[N:4]=1. Procedure: 1.57 g of benzyl 2-(4,6-dimethoxypyrimidin-2-yloxy)-6-(6-methoxypyridin-2-yl)benzoate and 560 mg of palladium on active carbon (10%) in 100 ml of diethyl ether are hydrogenated at room temperature for 10 h at a hydrogen pressure of 50 bar. A further 300 mg of catalyst are then added and the mixture is hydrogenated at room temperature for another 10 h at a hydrogen pressure of 50 bar. The mixture is filtered through Celite® (Aldrich) and concentrated under reduced pressure. Yield: 0.99 g of a sol... Reactants: O=C(NC1C2CC3CC(C2)CC1C3)c1cnn(-c2ccccc2)c1Cl, NCCCCO. Yields the product O=C(NC1C2CC3CC(C2)CC1C3)c1cnn(-c2ccccc2)c1NCCCCO. As a reaction SMILES: [CH:1]12[CH:2]([NH:11][C:12](=[O:13])[c:14]3[cH:15][n:16][n:17](-[c:20]4[cH:21][cH:22][cH:23][cH:24][cH:25]4)[c:18]3[Cl:19])[CH:3]3[CH2:4][CH:5]([CH2:6][CH:7]([CH2:8]1)[CH2:9]3)[CH2:10]2.[NH2:26][CH2:27][CH2:28][CH2:29][CH2:30][OH:31]>>[CH:1]12[CH:2]([NH:11][C:12](=[O:13])[c:14]3[cH:15][n:16][n:17](-[c:20]4[cH:21][cH:22][cH:23][cH:24][cH:25]4)[c:18]3[NH:26][CH2:27][CH2:28][CH2:29][CH2:30][OH:31])[CH:3]3[CH2:4][CH:5]([CH2:6][CH:7]([CH2:8]1)[CH2:9]3)[CH2:10]2. Conditions: temperature -78 celsius, time 2 hour. Yields the product OC1=NC(=CC=C1C#N)CC (2-hydroxy-6-ethylpyridine-3-carbonitrile). Yield: 56.0%. RXN SMILES: O[N:2]1[C:7]([CH3:8])=[CH:6][CH:5]=[C:4]([C:9]#[N:10])[CH2:3]1.[CH:11]([N-]C(C)C)(C)C.[Li+].IC.[OH-:21].[Na+]>O1CCCC1.CCCCCCC.O1CCCC1.C(C1C=CC=CC=1)C.O>[OH:21][C:3]1[C:4]([C:9]#[N:10])=[CH:5][CH:6]=[C:7]([CH2:8][CH3:11])[N:2]=1 |f:1.2,4.5,7.8.9|. Procedure: To a suspension of 1-hydroxy-6-methylpyridine-3-carbonitrile (12.24 g, 0.091 mole) in tetrahydrofuran (100 mL) cooled to −78° C. under a nitrogen atmosphere was added dropwise lithium diisopropylamide (100 mL of a 2.0M solution in heptane/tetrahydrofuran/ethylbenzene, 0.20 mole). After the addition was complete, the solution was stirred in an ice bath for 2 hours. Iodomethane (6.25 mL, 0.10 mol) was added, and the reaction mixture was stirred for an additional 2.5 hours at 0° C. and 30 minutes a... The reactants are C(C)(C)[N-]C(C)C.[Li+] (lithium diisopropylamide), solution, IC (Iodomethane), ON1CC(=CC=C1C)C#N (1-hydroxy-6-methylpyridine-3-carbonitrile), [OH-].[Na+] (NaOH). Run in CCCCCCC.O1CCCC1.C(C)C1=CC=CC=C1 (heptane tetrahydrofuran ethylbenzene), O1CCCC1 (tetrahydrofuran), O (Water). Starting materials: C(C)OCCC(=O)C=P(C1=CC=CC=C1)(C1=CC=CC=C1)C1=CC=CC=C1 (3-ethoxypropionylmethylenetriphenylphosphorane), ClCC(CCOCC)=O (1-chloro-4-ethoxybutan-2-one), [Cl-].C(C)OCCC(C[P+](C1=CC=CC=C1)(C1=CC=CC=C1)C1=CC=CC=C1)=O (4-ethoxy-2-oxobutyltriphenylphosphonium chloride), C(CCCCC)(=O)C=P(C1=CC=CC=C1)(C1=CC=CC=C1)C1=CC=CC=C1 (hexanoylmethylenetriphenylphosphorane), ClCC(CCCCC)=O (1-chloroheptan-2-one). The product is OCCCCCCCC1C2(OCCO2)CCC1C=CC(CCOCC)=O (6-(7-hydroxyheptyl)-7-(5-ethoxy-3-oxopent-1-enyl)-1,4-dioxaspiro[4,4]nonane). As a reaction SMILES: [CH2:1]([O:3][CH2:4][CH2:5][C:6]([CH:8]=P(C1C=CC=CC=1)(C1C=CC=CC=1)C1C=CC=CC=1)=[O:7])[CH3:2].Cl[CH2:29][C:30](=O)[CH2:31][CH2:32][O:33][CH2:34][CH3:35].[Cl-].C(O[CH2:41][CH2:42][C:43](=O)[CH2:44][P+](C1C=CC=CC=1)(C1C=CC=CC=1)C1C=CC=CC=1)C.[C:65](C=P(C1C=CC=CC=1)(C1C=CC=CC=1)C1C=CC=CC=1)(=[O:71])[CH2:66][CH2:67][CH2:68][CH2:69]C.ClCC(=[O:100])CCCCC>>[OH:71][CH2:65][CH2:66][CH2:67][CH2:68][CH2:69][CH2:29][CH2:30][CH:31]1[CH:43]([CH:44]=[CH:8][C:6](=[O:7])[CH2:5][CH2:4][O:3][CH2:1][CH3:2])[CH2:42][CH2:41][C:32]21[O:100][CH2:35][CH2:34][O:33]2 |f:2.3|. Procedure details: The 3-ethoxypropionylmethylenetriphenylphosphorane (m.p. 63°-65° C.), used as a starting material in the above preparation, was prepared from 1-chloro-4-ethoxybutan-2-one, via 4-ethoxy-2-oxobutyltriphenylphosphonium chloride (m.p. 157°-160° C.), by proceeding in a similar manner to that hereinbefore described in Example 3(i) for the preparation of hexanoylmethylenetriphenylphosphorane from 1-chloroheptan-2-one. Starting materials: [NH4+].[OH-] (ammonia aqueous), CCCCCC.C(CCC)[Li] (n-butyl lithium hexane), ClC(Cl)(OC(OC(Cl)(Cl)Cl)=O)Cl (triphosgene), C(C)(C)(C)OC(=O)N1CC=2NC3=CC=CC=C3C2CC1 (2-t-butoxycarbonyl-2,3,4,9-tetrahydro-1H-pyrido[3,4-b]indole). Run in O1CCCC1 (THF), O1CCCC1 (tetrahydrofuran). Conditions: temperature -78 celsius, time 30 minute. The product is C(C)(C)(C)OC(=O)N1CC=2N(C3=CC=CC=C3C2CC1)C(N)=O (2-t-Butoxycarbonyl-9-carbamoyl-2,3,4,9-tetrahydro-1H-pyrido[3,4-b]indole). Isolated yield 68.0%. Reaction SMILES: [C:1]([O:5][C:6]([N:8]1[CH2:20][CH2:19][C:18]2[C:17]3[C:12](=[CH:13][CH:14]=[CH:15][CH:16]=3)[NH:11][C:10]=2[CH2:9]1)=[O:7])([CH3:4])([CH3:3])[CH3:2].CCCCCC.C([Li])CCC.ClC(Cl)(O[C:36](=[O:42])OC(Cl)(Cl)Cl)Cl.[NH4+:44].[OH-]>O1CCCC1>[C:1]([O:5][C:6]([N:8]1[CH2:20][CH2:19][C:18]2[C:17]3[C:12](=[CH:13][CH:14]=[CH:15][CH:16]=3)[N:11]([C:36](=[O:42])[NH2:44])[C:10]=2[CH2:9]1)=[O:7])([CH3:4])([CH3:2])[CH3:3] |f:1.2,4.5|. Procedure details: A 10 ml portion of tetrahydrofuran (THF) solution containing 600 mg (2.20 mmol) of 2-t-butoxycarbonyl-2,3,4,9-tetrahydro-1H-pyrido[3,4-b]indole was cooled to −78° C., mixed with 4.13 ml (6.60 mmol) of 1.6 M n-butyl lithium hexane solution and stirred for 30 minutes, while temperature of the reaction solution increased to −45° C. This was mixed with 6 ml of THF solution containing 1.31 g (4.40 mmol) of triphosgene and stirred for 3.5 hours, while temperature of the reaction solution increased to ... Starting materials: O=C([O-])[O-], ClCCl, OB(O)c1cc(-c2cc(Cl)ccc2F)nc2ncccc12, [Cs+], [Cs+], Nc1ccc(Br)cn1, C1COCCO1, O, [Pd], c1ccc(P(c2ccccc2)c2ccccc2)cc1, c1ccc(P(c2ccccc2)c2ccccc2)cc1, c1ccc(P(c2ccccc2)c2ccccc2)cc1, c1ccc(P(c2ccccc2)c2ccccc2)cc1. The product is Nc1ccc(-c2cc(-c3cc(Cl)ccc3F)nc3ncccc23)cn1. As a reaction SMILES: [C:30](=[O:31])([O-:32])[O-:33].[Cl:36][CH2:37][Cl:38].[Cl:9][c:10]1[cH:11][cH:12][c:13]([F:29])[c:14](-[c:16]2[n:17][c:18]3[n:19][cH:20][cH:21][cH:22][c:23]3[c:24]([B:26]([OH:27])[OH:28])[cH:25]2)[cH:15]1.[Cs+:34].[Cs+:35].[NH2:1][c:2]1[n:3][cH:4][c:5]([Br:8])[cH:6][cH:7]1.[O:39]1[CH2:40][CH2:41][O:42][CH2:43][CH2:44]1.[OH2:45].[Pd:46].[c:104]1([P:105]([c:106]2[cH:107][cH:108][cH:109][cH:110][cH:111]2)[c:112]2[cH:113][cH:114][cH:115][cH:116][cH:117]2)[cH:118][cH:119][cH:120][cH:121][cH:122]1.[c:47]1([P:48]([c:49]2[cH:50][cH:51][cH:52][cH:53][cH:54]2)[c:55]2[cH:56][cH:57][cH:58][cH:59][cH:60]2)[cH:61][cH:62][cH:63][cH:64][cH:65]1.[c:66]1([P:67]([c:68]2[cH:69][cH:70][cH:71][cH:72][cH:73]2)[c:74]2[cH:75][cH:76][cH:77][cH:78][cH:79]2)[cH:80][cH:81][cH:82][cH:83][cH:84]1.[c:85]1([P:86]([c:87]2[cH:88][cH:89][cH:90][cH:91][cH:92]2)[c:93]2[cH:94][cH:95][cH:96][cH:97][cH:98]2)[cH:99][cH:100][cH:101][cH:102][cH:103]1>>[NH2:1][c:2]1[n:3][cH:4][c:5](-[c:24]2[c:23]3[c:18]([n:17][c:16](-[c:14]4[c:13]([F:29])[cH:12][cH:11][c:10]([Cl:9])[cH:15]4)[cH:25]2)[n:19][cH:20][cH:21][cH:22]3)[cH:6][cH:7]1. Reactants: ClCC(C=CC1=CC=C(C=C1)NC(C)=O)=O (1-chloro-4-(4-acetamidophenyl)-2-oxo-3-butene), COC(=S)NN (hydrazinecarbothioic acid O-methylester). The solvent is C1(=CC=CC=C1)C (toluene). Yields the product C(C)(=O)NC1=CC=C(C=C1)C=CC1=NNC(SC1)=O (5-[2-(4-acetamidophenyl)ethenyl]-6H-1,3,4-thiadiazin-2(3H)one). RXN SMILES: Cl[CH2:2][C:3](=O)[CH:4]=[CH:5][C:6]1[CH:11]=[CH:10][C:9]([NH:12][C:13](=[O:15])[CH3:14])=[CH:8][CH:7]=1.C[O:18][C:19]([NH:21][NH2:22])=[S:20]>C1(C)C=CC=CC=1>[C:13]([NH:12][C:9]1[CH:10]=[CH:11][C:6]([CH:5]=[CH:4][C:3]2[CH2:2][S:20][C:19](=[O:18])[NH:21][N:22]=2)=[CH:7][CH:8]=1)(=[O:15])[CH3:14]. Procedure: A mixture containing 4.0 g of 1-chloro-4-(4-acetamidophenyl)-2-oxo-3-butene (J. Org. Chem., 28, 2446, 1963) and 2.3 g of hydrazinecarbothioic acid O-methylester in 150 ml of toluene was refluxed for 3 h. The crystals were filtered and washed with toluene. Yield 3.0 g (65%), mp. 235°-240° C. Starting materials: C=CCOCC=C, CN(C)c1ccccc1, Cl, Oc1cc(F)ccc1F. Product: C=CCc1c(F)ccc(F)c1O. Reaction SMILES: [CH2:1]([CH:2]=[CH2:3])[O:4][CH2:5][CH:6]=[CH2:7].[CH3:18][N:19]([c:20]1[cH:21][cH:22][cH:23][cH:24][cH:25]1)[CH3:26].[ClH:17].[F:8][c:9]1[c:10]([OH:16])[cH:11][c:12]([F:15])[cH:13][cH:14]1>>[CH2:1]=[CH:2][CH2:3][c:11]1[c:10]([OH:16])[c:9]([F:8])[cH:14][cH:13][c:12]1[F:15].